This data is from the Open Reaction Database (ORD), a public repository of structured organic reaction records. The task is: describe an organic reaction: reactants, conditions, products, and yield Reactants: FC(S(=O)(=O)OC1=C(C=CC=C1[N+](=O)[O-])F)(F)F (2-fluoro-6-nitrophenyl trifluoromethanesulfonate), [I-].[Li+] (lithium iodide), CN1C(CCC1)=O (1-methyl-2-pyrrolidinone). The solvent is O (water). Run at time 18 hour. The product is IC1=C(C=CC=C1F)[N+](=O)[O-] (2-Iodo-3-fluoronitrobenzene). The yield is 47.0%. RXN SMILES: FC(F)(F)S(O[C:7]1[C:12]([N+:13]([O-:15])=[O:14])=[CH:11][CH:10]=[CH:9][C:8]=1[F:16])(=O)=O.[I-:19].[Li+].CN1CCCC1=O>O>[I:19][C:7]1[C:8]([F:16])=[CH:9][CH:10]=[CH:11][C:12]=1[N+:13]([O-:15])=[O:14] |f:1.2|. Procedure: A mixture consisting of 2-fluoro-6-nitrophenyl trifluoromethanesulfonate (62.0 g, 0.215 mol), lithium iodide (60 g, 0.451 mol) and 1-methyl-2-pyrrolidinone (400 mL) was heated with stirring at 130°-132° C. (oil bath temperature) for 18 hours. Upon cooling it was poured into water (1200 mL) and extracted with diethyl ether. The combined extracts were washed with 1N NaOH, water and with brine. The solution was dried (MgSO4), filtered, and concentrated in vacuo to give 27.0 g of the title compound ... The reactants are Cl.C(C)(=O)NC1=C2CCC(CC2=CC=C1)NCCC (5-acetylamino-2-n-propylamino-tetraline-hydrochloride), C(CCC)I (n-butyliodide), C(O)([O-])=O.[Na+] (sodium hydrogen carbonate). The solvent is CN(C=O)C (dimethylformamide), O1CCCC1 (tetrahydrofuran). Conditions: time 8 hour. Yields the product Cl.C(C)(=O)NC1=C2CCC(CC2=CC=C1)N(CCC)CCCC (5-Acetylamino-2-(N-n-butyl-N-n-propyl-amino)-tetralinehydrochloride). As a reaction SMILES: [ClH:1].[C:2]([NH:5][C:6]1[CH:15]=[CH:14][CH:13]=[C:12]2[C:7]=1[CH2:8][CH2:9][CH:10]([NH:16][CH2:17][CH2:18][CH3:19])[CH2:11]2)(=[O:4])[CH3:3].[CH2:20](I)[CH2:21][CH2:22][CH3:23].C(=O)([O-])O.[Na+]>CN(C)C=O.O1CCCC1>[ClH:1].[C:2]([NH:5][C:6]1[CH:15]=[CH:14][CH:13]=[C:12]2[C:7]=1[CH2:8][CH2:9][CH:10]([N:16]([CH2:20][CH2:21][CH2:22][CH3:23])[CH2:17][CH2:18][CH3:19])[CH2:11]2)(=[O:4])[CH3:3] |f:0.1,3.4,7.8|. Procedure: 2.83 g (0.010 mol) of 5-acetylamino-2-n-propylamino-tetraline-hydrochloride (Example 4.1.1), 2.76 g (0.015 mol) of n-butyliodide and 1.68 g (0.020 mol) of sodium hydrogen carbonate are refluxed in a mixture of 20 ml of absolute dimethylformamide and 30 ml of absolute tetrahydrofuran for 48 hours with stirring (moment of complete reaction determined by thin layer chromatography). The reaction mixture is concentrated by rotary evaporation, finally at 95° C. under a complete water-jet vacuum. The r... Reactants: C(C)(C)(C)C1=CC=C(C=C1)NC1=CC=C(C=C1)OC1=CC=NC2=CC(=C(C=C12)OC)OCCCCl ((4-Tert-butylphenyl)-{4-[7-(3-chloropropoxy)-6-methoxy-4-quinolyloxy]phenyl}amine), C(C)(C)(C)C1=CC=C(C=C1)NC1=CC=C(C=C1)OC1=CC=NC2=CC(=C(C=C12)OC)OCCCCl ((4-Tert-butylphenyl)-{4-[7-(3-chloropropoxy)-6-methoxy-4-quinolyloxy]phenyl}amine), CN(C=O)C (N,N-dimethylformamide), O (Water), C(C)(=O)OCC (ethyl acetate), C(C)(C)(C)C1=CC=C(C=C1)B(O)O (4-t-butylphenylboronic acid), C(C)(C)(C)C1=CC=C(C=C1)B(O)O (4-t-butylphenylboronic acid). Run at temperature 70 celsius, time 2 day. The product is C(C)(C)(C)C1=CC=C(C=C1)NC1=CC=C(C=C1)OC1=CC=NC2=CC(=C(C=C12)OC)OCCCN1CCOCC1 ((4-Tert-butylphenyl)-{4-[6-methoxy-7-(3-morpholin-4-ylpropoxy)quinolin-4-yloxy]phenyl}amine). Yield: 27.0%. RXN SMILES: [C:1]([C:5]1[CH:10]=[CH:9][C:8]([NH:11][C:12]2[CH:17]=[CH:16][C:15]([O:18][C:19]3[C:28]4[C:23](=[CH:24][C:25]([O:31][CH2:32][CH2:33][CH2:34]Cl)=[C:26]([O:29][CH3:30])[CH:27]=4)[N:22]=[CH:21][CH:20]=3)=[CH:14][CH:13]=2)=[CH:7][CH:6]=1)([CH3:4])([CH3:3])[CH3:2].C(C1C=CC(B(O)O)=CC=1)(C)(C)C.O.[C:50]([O:53][CH2:54][CH3:55])(=O)[CH3:51].C[N:57](C)C=O>>[C:1]([C:5]1[CH:10]=[CH:9][C:8]([NH:11][C:12]2[CH:17]=[CH:16][C:15]([O:18][C:19]3[C:28]4[C:23](=[CH:24][C:25]([O:31][CH2:32][CH2:33][CH2:34][N:57]5[CH2:55][CH2:54][O:53][CH2:50][CH2:51]5)=[C:26]([O:29][CH3:30])[CH:27]=4)[N:22]=[CH:21][CH:20]=3)=[CH:14][CH:13]=2)=[CH:7][CH:6]=1)([CH3:4])([CH3:3])[CH3:2]. Procedure details: (4-Tert-butylphenyl)-{4-[7-(3-chloropropoxy)-6-methoxy-4-quinolyloxy]phenyl}amine (40 mg) (starting compound A) was dissolved in N,N-dimethylformamide (1 ml) to prepare a solution. Morpholine (30 μl) (starting compound B) was then added to the solution, and the mixture was stirred at 70° C. for 2 days. Water and ethyl acetate were added to the reaction solution, and the mixture was extracted with ethyl acetate. The extract was washed with saturated brine and was dried over sodium sulfate. The so...